Dataset: the Open Reaction Database (ORD), a public repository of structured organic reaction records. Task: describe an organic reaction: reactants, conditions, products, and yield Reactants: CC[C@H](C)[C@@H](C(=O)N[C@@H](CC1=CN=CN1)C(=O)N2CCC[C@H]2C(=O)N[C@@H](CC=3C=CC=CC3)C(=O)O)NC(=O)[C@H](CC=4C=CC(=CC4)O)NC(=O)[C@H](C(C)C)NC(=O)[C@H](CCCNC(=N)N)NC(=O)[C@H](CC(=O)O)N (Angiotensin II), C[O-].[Na+] (sodium methoxide), (1,1′-bis-(diphenylphosphino)ferrocene)palladium dichloride, Cl (hydrochloric acid), BrC=1C=C(C=CC1)C1=C(C(OC2=CC(=C(C=C12)C)Cl)=O)CC(=O)NC1=C(C=C(C=C1)F)C(F)(F)F (2-[4-(3-bromophenyl)-7-chloro-6-methyl-2-oxo-2H-chromen-3-yl]-N-[4-fluoro-2-(trifluoromethyl)phenyl]acetamide), C12CCCC(CCC1)B2 (9-borabicyclo[3.3.1]nonane), C(CC=C)(=O)OC (methyl 3-butenoate). The solvent is O1CCCC1 (tetrahydrofuran), O1CCCC1 (tetrahydrofuran), O1CCCC1 (tetrahydrofuran). Conditions: time 3 hour. The product is ClC1(C=CC2=C(C(C(OC2=C1)=O)CC(=O)NC1=C(C=C(C=C1)F)C(F)(F)F)C=1C=C(C=CC1)CCCC(=O)OC)C (methyl 4-{3-[7-chloro-3-(2-{[4-fluoro-2-(trifluoromethyl)phenyl]amino}-2-oxoethyl)-7-methyl-2-oxo-2H-chromen-4-yl]phenyl}butanoate). As a reaction SMILES: [CH:1]12BC(CCC1)CCC2.[C:10]([O:15][CH3:16])(=[O:14])[CH2:11][CH:12]=[CH2:13].Br[C:18]1[CH:19]=[C:20]([C:24]2[C:33]3[C:28](=[CH:29][C:30]([Cl:35])=[C:31](C)[CH:32]=3)[O:27][C:26](=[O:36])[C:25]=2[CH2:37][C:38]([NH:40][C:41]2[CH:46]=[CH:45][C:44]([F:47])=[CH:43][C:42]=2[C:48]([F:51])([F:50])[F:49])=[O:39])[CH:21]=[CH:22][CH:23]=1.CC[C@@H]([C@H](NC([C@@H](NC([C@@H](NC([C@@H](NC([C@@H](N)CC(O)=O)=O)CCCNC(N)=N)=O)C(C)C)=O)CC1C=CC(O)=CC=1)=O)C(N[C@H](C(N1[C@H](C(N[C@H](C(O)=O)CC2C=CC=CC=2)=O)CCC1)=O)CC1NC=NC=1)=O)C.C[O-].[Na+].Cl>O1CCCC1>[Cl:35][C:30]1([CH3:1])[CH:29]=[C:28]2[C:33](=[C:24]([C:20]3[CH:19]=[C:18]([CH2:13][CH2:12][CH2:11][C:10]([O:15][CH3:16])=[O:14])[CH:23]=[CH:22][CH:21]=3)[CH:25]([CH2:37][C:38]([NH:40][C:41]3[CH:46]=[CH:45][C:44]([F:47])=[CH:43][C:42]=3[C:48]([F:49])([F:50])[F:51])=[O:39])[C:26](=[O:36])[O:27]2)[CH:32]=[CH:31]1 |f:4.5|. Reported procedure: A solution of 0.4N 9-borabicyclo[3.3.1]nonane in tetrahydrofuran (300 ml, 0.12 mol) was added dropwise to a solution of methyl 3-butenoate (12.01 g, 0.12 mol) in tetrahydrofuran (5 ml) at room temperature under nitrogen atmosphere, and the mixture was stirred for 3 hours. This reaction mixture was added dropwise to a solution of 2-[4-(3-bromophenyl)-7-chloro-6-methyl-2-oxo-2H-chromen-3-yl]-N-[4-fluoro-2-(trifluoromethyl)phenyl]acetamide obtained in Reference Example 4 (34.12 g, 0.06 mol), sodium...